This data is from the Open Reaction Database (ORD), a public repository of structured organic reaction records. The task is: describe an organic reaction: reactants, conditions, products, and yield Procedure details: The title compound, MS: m/e=349.4 (M+H+), was prepared from 2-[4-chloro-3-(1,1-difluoro-ethyl)-phenyl]-4,4,5,5-tetramethyl-[1,3,2]dioxaborolane and 5-chloro-3-(2-methyl-imidazol-1-yl-methyl)-pyridazine. The reactants are ClC1=C(C=C(C=C1)B1OC(C(O1)(C)C)(C)C)C(C)(F)F (2-[4-chloro-3-(1,1-difluoro-ethyl)-phenyl]-4,4,5,5-tetramethyl-[1,3,2]dioxaborolane), ClC=1C=C(N=NC1)CN1C(=NC=C1)C (5-chloro-3-(2-methyl-imidazol-1-yl-methyl)-pyridazine). Reaction SMILES: [Cl:1][C:2]1[CH:7]=[CH:6][C:5](B2OC(C)(C)C(C)(C)O2)=[CH:4][C:3]=1[C:17]([F:20])([F:19])[CH3:18].Cl[C:22]1[CH:23]=[C:24]([CH2:28][N:29]2[CH:33]=[CH:32][N:31]=[C:30]2[CH3:34])[N:25]=[N:26][CH:27]=1>>[ClH:1].[Cl:1][C:2]1[CH:7]=[CH:6][C:5]([C:22]2[CH:23]=[C:24]([CH2:28][N:29]3[CH:33]=[CH:32][N:31]=[C:30]3[CH3:34])[N:25]=[N:26][CH:27]=2)=[CH:4][C:3]=1[C:17]([F:19])([F:20])[CH3:18] |f:2.3|. Yields the product Cl.ClC1=C(C=C(C=C1)C=1C=C(N=NC1)CN1C(=NC=C1)C)C(C)(F)F (5-[4-Chloro-3-(1,1-difluoro-ethyl)-phenyl]-3-(2-methyl-imidazol-1-yl-methyl)-pyridazine hydrochloride). The reactants are COC(C)(C)OC, CN(C)C=O, O=C1NC(Cc2ccc(O)cc2)C(O)C(O)C(Cc2ccc(O)cc2)N1. As a reaction SMILES: [CH3:27][O:28][C:29]([CH3:30])([CH3:31])[O:32][CH3:33].[O:34]=[CH:35][N:36]([CH3:37])[CH3:38].[OH:1][CH:2]1[CH:3]([CH2:19][c:20]2[cH:21][cH:22][c:23]([OH:26])[cH:24][cH:25]2)[NH:4][C:5](=[O:18])[NH:6][CH:7]([CH2:10][c:11]2[cH:12][cH:13][c:14]([OH:17])[cH:15][cH:16]2)[CH:8]1[OH:9]>>[O:1]1[CH:2]2[CH:3]([CH2:19][c:20]3[cH:21][cH:22][c:23]([OH:26])[cH:24][cH:25]3)[NH:4][C:5](=[O:18])[NH:6][CH:7]([CH2:10][c:11]3[cH:12][cH:13][c:14]([OH:17])[cH:15][cH:16]3)[CH:8]2[O:9][C:29]1([CH3:30])[CH3:31]. Product: CC1(C)OC2C(Cc3ccc(O)cc3)NC(=O)NC(Cc3ccc(O)cc3)C2O1. The reactants are C(C1=CC=CC=C1)N1CCC(CC1)\C=C/1\C(C2=CC(=C(C=C2C1)N1CCOCC1)OC)=O ((E)-2-((1-benzylpiperidin-4-yl)methylene)-6-methoxy-5-morpholino-2, 3-dihydro-1H-inden-1-one). Reagents/catalysts: [Pd] (Pd/C). The solvent is CO (methanol). Conditions: time 6 hour. The product is C(C1=CC=CC=C1)N1CCC(CC1)CC1C(C2=CC(=C(C=C2C1)N1CCOCC1)OC)=O (2-((1-benzylpiperidin-4-yl) methyl)-6-methoxy-5-morpholino-2,3-dihydro-1H-inden-1-one). RXN SMILES: [CH2:1]([N:8]1[CH2:13][CH2:12][CH:11](/[CH:14]=[C:15]2/[C:16](=[O:32])[C:17]3[C:22]([CH2:23]/2)=[CH:21][C:20]([N:24]2[CH2:29][CH2:28][O:27][CH2:26][CH2:25]2)=[C:19]([O:30][CH3:31])[CH:18]=3)[CH2:10][CH2:9]1)[C:2]1[CH:7]=[CH:6][CH:5]=[CH:4][CH:3]=1>CO.[Pd]>[CH2:1]([N:8]1[CH2:9][CH2:10][CH:11]([CH2:14][CH:15]2[CH2:23][C:22]3[C:17](=[CH:18][C:19]([O:30][CH3:31])=[C:20]([N:24]4[CH2:29][CH2:28][O:27][CH2:26][CH2:25]4)[CH:21]=3)[C:16]2=[O:32])[CH2:12][CH2:13]1)[C:2]1[CH:7]=[CH:6][CH:5]=[CH:4][CH:3]=1. Reported procedure: Compound 22 (85 mg, 0.195 mmol) was dissolved in methanol 25 mL, added Pd/C 40 mg and stirred under hydrogen balloon for 6 h. The reaction was filtered through celite bed and washed with excess methanol. The organic layer was concentrated to get the crude compound 23. The crude material was purified by flash chromatography using 100-200 mesh silica gel. The compound was eluted with 20% ethyl acetate in hexane to give half white coloured solid compound 2-((1-benzylpiperidin-4-yl)methyl)-6-methoxy... The reactants are O=C(O)CC1CCCC1, O, O, OCc1ccccc1, Cc1ccc(S(=O)(=O)O)cc1, c1ccccc1. The product is O=C(CC1CCCC1)OCc1ccccc1. Reaction SMILES: [CH:1]1([CH2:6][C:7](=[O:8])[OH:9])[CH2:2][CH2:3][CH2:4][CH2:5]1.[OH2:18].[OH2:30].[OH:10][CH2:11][c:12]1[cH:13][cH:14][cH:15][cH:16][cH:17]1.[c:19]1([CH3:20])[cH:21][cH:22][c:23]([S:24]([OH:25])(=[O:26])=[O:27])[cH:28][cH:29]1.[cH:31]1[cH:32][cH:33][cH:34][cH:35][cH:36]1>>[CH:1]1([CH2:6][C:7](=[O:8])[O:9][CH2:11][c:12]2[cH:13][cH:14][cH:15][cH:16][cH:17]2)[CH2:2][CH2:3][CH2:4][CH2:5]1. Procedure: To a RB flask equipped with magnetic stirring bar, reflux condenser and N2 inlet line with bubbler added 5,6,8,9,10,11-hexahydrobenz[a]anthracene-3-carbaldehyde (7A, 10.41 g, 39.7 mmol), 2,3-dichloro-5,6-dicyano-1,4-benzoquinone (DDQ) (Aldrich, 27.02 g, 0.119 mol) and dry PhCH3 (500 mL). The mixture was refluxed for 2 h until no more starting material remained by TLC, cooled and filtered to give a deep red solution. The solution was applied to a 40×10 cm column of SiO2 and eluted with additional... Run in C1(=CC=CC=C1)C (PhCH3). Reaction SMILES: [CH:1]1[C:6]2[C:7]3[C:16]([CH2:17][CH2:18][C:5]=2[CH:4]=[C:3]([CH:19]=[O:20])[CH:2]=1)=[CH:15][C:14]1[CH2:13][CH2:12][CH2:11][CH2:10][C:9]=1[CH:8]=3.ClC1C(=O)C(C#N)=C(C#N)C(=O)C=1Cl>C1(C)C=CC=CC=1>[CH:1]1[C:6]2=[C:7]3[C:16](=[CH:17][CH:18]=[C:5]2[CH:4]=[C:3]([CH:19]=[O:20])[CH:2]=1)[CH:15]=[C:14]1[C:9]([CH:10]=[CH:11][CH:12]=[CH:13]1)=[CH:8]3. Yields the product C1=CC(=CC=2C1=C1C=C3C=CC=CC3=CC1=CC2)C=O (benz[a]anthracene-3-carbaldehyde). The yield is 28.9%. Starting materials: C1=CC(=CC2=C1C1=CC=3CCCCC3C=C1CC2)C=O (5,6,8,9,10,11-Hexahydrobenz[a]anthracene-3-carbaldehyde), ClC=1C(C(=C(C(C1Cl)=O)C#N)C#N)=O (2,3-dichloro-5,6-dicyano-1,4-benzoquinone). Starting materials: [N+](=O)([O-])C1=CC=C(C=C1)\C=C/C1=CN=C(S1)NC(C)=O (N-{5-[(Z)-2-(4-nitrophenyl)ethenyl]-1,3-thiazol-2-yl}acetamide), [H][H] (hydrogen). The reagents and catalysts are [C].[Pd] (palladium carbon). Run in C(C)(=O)OCC (ethyl acetate), CN(C=O)C (N,N-dimethylformamide). Yields the product NC1=CC=C(C=C1)CCC1=CN=C(S1)NC(C)=O (N-{5-[2-(4-aminophenyl)ethyl]-1,3-thiazol-2-yl}acetamide). Isolated yield 26.7%. As a reaction SMILES: [N+:1]([C:4]1[CH:9]=[CH:8][C:7](/[CH:10]=[CH:11]\[C:12]2[S:16][C:15]([NH:17][C:18](=[O:20])[CH3:19])=[N:14][CH:13]=2)=[CH:6][CH:5]=1)([O-])=O.[H][H]>C(OCC)(=O)C.CN(C)C=O.[C].[Pd]>[NH2:1][C:4]1[CH:9]=[CH:8][C:7]([CH2:10][CH2:11][C:12]2[S:16][C:15]([NH:17][C:18](=[O:20])[CH3:19])=[N:14][CH:13]=2)=[CH:6][CH:5]=1 |f:4.5|. Reported procedure: A mixture of N-{5-[(Z)-2-(4-nitrophenyl)ethenyl]-1,3-thiazol-2-yl}acetamide (1 g) and 10% palladium carbon (1.04 g) in ethyl acetate (100 ml) and N,N-dimethylformamide (20 ml) was stirred under 4 atm hydrogen at ambient temperature for 4 hours. The reaction mixture was filtered through a celite pad, and the filtrate was concentrated in vacuo. The residue was purified by flash column chromatography over silica gel with chloroform/methanol (30:1→20:1) as an eluent, and triturated with ethyl ether ...